Dataset: the Open Reaction Database (ORD), a public repository of structured organic reaction records. Task: describe an organic reaction: reactants, conditions, products, and yield Reactants: CCN(CC)CC1CCCCN1CCN, CC(C)OC(C)C, CCc1ccc2c(c1)C(=O)Nc1cccnc1N2C(=O)Cl. Yields the product CCc1ccc2c(c1)C(=O)Nc1cccnc1N2C(=O)NCCN1CCCCC1CN(CC)CC. As a reaction SMILES: [CH2:22]([CH3:23])[N:24]([CH2:25][CH3:26])[CH2:27][CH:28]1[N:29]([CH2:34][CH2:35][NH2:36])[CH2:30][CH2:31][CH2:32][CH2:33]1.[CH:37]([O:38][CH:39]([CH3:40])[CH3:41])([CH3:42])[CH3:43].[Cl:1][C:2](=[O:3])[N:4]1[c:5]2[c:6]([cH:18][cH:19][cH:20][n:21]2)[NH:7][C:8](=[O:17])[c:9]2[c:10]1[cH:11][cH:12][c:13]([CH2:15][CH3:16])[cH:14]2>>[C:2](=[O:3])([N:4]1[c:5]2[c:6]([cH:18][cH:19][cH:20][n:21]2)[NH:7][C:8](=[O:17])[c:9]2[c:10]1[cH:11][cH:12][c:13]([CH2:15][CH3:16])[cH:14]2)[NH:36][CH2:35][CH2:34][N:29]1[CH:28]([CH2:27][N:24]([CH2:22][CH3:23])[CH2:25][CH3:26])[CH2:33][CH2:32][CH2:31][CH2:30]1. The reactants are C(C)(=O)OCC1=C(C=C(C=C1N1CCC=2C=3CCCCC3SC2C1=O)F)C1=CN(C(C(=C1)NC1=NNC(=C1)C1CC1)=O)C ((2-{5-[(5-Cyclopropyl-1H-pyrazol-3-yl)amino]-1-methyl-6-oxopyridin-3-yl}-4-fluoro-6-{6-oxo-8-thia-5-azatricyclo[7.4.0.02,7]trideca-1(9),2(7)-dien-5-yl}phenyl)methyl acetate), BrC=1C=C(C(N(C1)C)=O)NC1=NC=2CCN(CC2C=C1)C (5-Bromo-1-methyl-3-(6-methyl-5,6,7,8-tetrahydro-1,6-naphthyridin-2-ylamino)pyridin-2(1H)-one), C(C)(=O)OCC1=C(C=CC=C1B1OC(C(O1)(C)C)(C)C)N1CCC=2C=3CCCCC3SC2C1=O ((2-{6-oxo-8-thia-5-azatricyclo-[7.4.0.02,7]trideca-1(9),2(7)-dien-5-yl}-6-(4,4,5,5-tetramethyl-1,3,2-dioxaborolan-2-yl)phenyl)methyl acetate). The product is C(C)(=O)OCC1=C(C=C(C=C1N1CCC=2C=3CCCCC3SC2C1=O)F)C1=CN(C(C(=C1)NC1=NC=2CCN(CC2C=C1)C)=O)C ((4-Fluoro-2-{1-methyl-5-[(6-methyl-5,6,7,8-tetrahydro-1,6-naphthyridin-2-yl)amino]-6-oxo-1,6-dihydropyridin-3-yl}-6-{6-oxo-8-thia-5-azatricyclo[7.4.0.02,7]trideca-1(9),2(7)-dien-5-yl}phenyl)methyl Acetate). The yield is 50.0%. Reaction SMILES: [C:1]([O:4][CH2:5][C:6]1[C:11]([N:12]2[C:24](=[O:25])[C:23]3[S:22][C:21]4[CH2:20][CH2:19][CH2:18][CH2:17][C:16]=4[C:15]=3[CH2:14][CH2:13]2)=[CH:10][C:9]([F:26])=[CH:8][C:7]=1[C:27]1[CH:32]=[C:31]([NH:33][C:34]2[CH:38]=C(C3CC3)N[N:35]=2)[C:30](=[O:42])[N:29]([CH3:43])[CH:28]=1)(=[O:3])[CH3:2].BrC1C=C(NC2C=[CH:62][C:61]3[CH2:60][N:59]([CH3:64])[CH2:58][CH2:57][C:56]=3N=2)C(=O)N(C)C=1.C(OCC1C(B2OC(C)(C)C(C)(C)O2)=CC=CC=1N1C(=O)C2SC3CCCCC=3C=2CC1)(=O)C>>[C:1]([O:4][CH2:5][C:6]1[C:11]([N:12]2[C:24](=[O:25])[C:23]3[S:22][C:21]4[CH2:20][CH2:19][CH2:18][CH2:17][C:16]=4[C:15]=3[CH2:14][CH2:13]2)=[CH:10][C:9]([F:26])=[CH:8][C:7]=1[C:27]1[CH:32]=[C:31]([NH:33][C:34]2[CH:38]=[CH:62][C:61]3[CH2:60][N:59]([CH3:64])[CH2:58][CH2:57][C:56]=3[N:35]=2)[C:30](=[O:42])[N:29]([CH3:43])[CH:28]=1)(=[O:3])[CH3:2]. Procedure: Following the procedures as described for 136e and starting with 5-bromo-1-methyl-3-(6-methyl-5,6,7,8-tetrahydro-1,6-naphthyridin-2-ylamino)pyridine-2(1H)-one 205b and (4-fluoro-2-{6-oxo-8-thia-5-azatricyclo[7.4.0.02,7]trideca-1(9),2(7)-dien-5-yl}-6-(4,4,5,5-tetramethyl-1,3,2-dioxaborolan-2-yl)phenyl)methyl acetate 212b, compound 223a was obtained in 50% yield.